Dataset: the Open Reaction Database (ORD), a public repository of structured organic reaction records. Task: describe an organic reaction: reactants, conditions, products, and yield Starting materials: O=C1CCC(=O)N1Br, CCOC(C)=O, CN(C)C=O, Nc1c(O)cccc1C(=O)Nc1ccc(Cl)cn1, O. As a reaction SMILES: [Br:19][N:20]1[C:21](=[O:22])[CH2:23][CH2:24][C:25]1=[O:26].[CH3:28][CH2:29][O:30][C:31](=[O:32])[CH3:33].[CH3:34][N:35]([CH3:36])[CH:37]=[O:38].[NH2:1][c:2]1[c:3]([C:4](=[O:5])[NH:6][c:7]2[n:8][cH:9][c:10]([Cl:13])[cH:11][cH:12]2)[cH:14][cH:15][cH:16][c:17]1[OH:18].[OH2:27]>>[NH2:1][c:2]1[c:3]([C:4](=[O:5])[NH:6][c:7]2[n:8][cH:9][c:10]([Cl:13])[cH:11][cH:12]2)[cH:14][c:15]([Br:19])[cH:16][c:17]1[OH:18]. The product is Nc1c(O)cc(Br)cc1C(=O)Nc1ccc(Cl)cn1. The reactants are CC1=CC=CC(=N1)C=1N(C=CN1)CCCCCCN1C(C=2C(C1=O)=CC=CC2)=O (2-(6-methyl-2-pyridyl)-1-(6-(phthalimido)hexyl)imidazole), O.NN (hydrazine hydrate). The solvent is CCO (EtOH). Reaction conditions: temperature 80 celsius, time 8 hour. The product is NCCCCCCN1C(=NC=C1)C1=NC(=CC=C1)C (1-(6-Aminohexyl)-2-(6-methyl-2-pyridyl)imidazole). RXN SMILES: [CH3:1][C:2]1[N:7]=[C:6]([C:8]2[N:9]([CH2:13][CH2:14][CH2:15][CH2:16][CH2:17][CH2:18][N:19]3C(=O)C4=CC=CC=C4C3=O)[CH:10]=[CH:11][N:12]=2)[CH:5]=[CH:4][CH:3]=1.O.NN>CCO>[NH2:19][CH2:18][CH2:17][CH2:16][CH2:15][CH2:14][CH2:13][N:9]1[CH:10]=[CH:11][N:12]=[C:8]1[C:6]1[CH:5]=[CH:4][CH:3]=[C:2]([CH3:1])[N:7]=1 |f:1.2|. Procedure: To a solution of 2-(6-methyl-2-pyridyl)-1-(6-(phthalimido)hexyl)imidazole (4.2 g) in 50 mL EtOH was added 1.5 mL hydrazine hydrate. The resulting solution was stirred at 80° C. overnight. The solution was cooled to room temperature and suction filtered to remove the precipitate. The filtrate was evaporated to give the crude product, which was purified by a silica gel column using 5% conc. NH3H2O/CH3CN as the eluent. Yield: about 2.5 g. Starting materials: CC(C)(C)C=1OC(=CN1)OCC (2-(1,1-dimethylethyl)-5-ethoxyoxazole), C(C=C)#N (acrylonitrile). Run at temperature 20 celsius. Yields the product C(#N)C1=C(C=NC(=C1)C(C)(C)C)O (4-Cyano-6-(1,1-dimethylethyl)-3-pyridinol). The yield is 36.9%. Reaction SMILES: [CH3:1][C:2]([C:5]1O[C:7]([O:10]CC)=[CH:8][N:9]=1)([CH3:4])[CH3:3].[C:13](#[N:16])[CH:14]=[CH2:15]>>[C:13]([C:14]1[CH:15]=[C:5]([C:2]([CH3:1])([CH3:3])[CH3:4])[N:9]=[CH:8][C:7]=1[OH:10])#[N:16]. Reported procedure: A neat mixture of 2-(1,1-dimethylethyl)-5-ethoxyoxazole (17 g., 0.1 mole) and acrylonitrile (6.1 g., 0.11 mole) is stirred and heated at 70°-75° C. for 16 hours. The resulting dark reaction mixture is cooled to 20° C. and chromatographed on silica gel (600 g.). Elution with 1% methanol in chloroform (4.35 l.) yields recovered 2-(1,1-dimethylethyl)-5-ethoxyoxazole (10.7 g., 63% recovery). Continued elution with the same eluant (300 ml.) affords impure product (3.2 g.). Further elution with the sa... Reactants: C(C)(C)[N-]C(C)C.[Li+] (lithium diisopropylamide), ClC1=NC=CC2=C1C=CS2 (4-chlorothieno[3,2-c]pyridine), O.O.O.C(C)(=O)[O-].[Na+] (sodium acetate trihydrate), NOS(=O)(=O)O (hydroxylamine-O-sulfonic acid). Run in C1CCOC1 (THF), O1CCCC1 (tetrahydrofuran). Reaction conditions: time 178 hour. Yields the product S(N)(=O)(=O)C1=CC=2C(=NC=CC2S1)Cl (2-Sulfamoyl-4-chlorothieno[3.2-c]pyridine). Isolated yield 49.0%. Reaction SMILES: [Cl:1][C:2]1[C:7]2[CH:8]=[CH:9][S:10][C:6]=2[CH:5]=[CH:4][N:3]=1.C([N-:14]C(C)C)(C)C.[Li+].O.O.O.C([O-])(=O)C.[Na+].N[O:28][S:29]([OH:32])(=O)=O>O1CCCC1>[S:29]([C:9]1[S:10][C:6]2[CH:5]=[CH:4][N:3]=[C:2]([Cl:1])[C:7]=2[CH:8]=1)(=[O:32])(=[O:28])[NH2:14] |f:1.2,3.4.5.6.7|. Procedure details: To a solution of 4-chlorothieno[3,2-c]pyridine (1.7 g, 10 mmol) in distilled tetrahydrofuran (25 ml), cooled to -70° C. and under a nitrogen atmosphere, was added dropwise 0.7 M lithium diisopropylamide in THF (16 ml, 11 mmol) to give a clear solution. After 178 hour, sulfur dioxide gas was bubbled over the reaction surface and it was gradually let warm to room temperature. The mixture was diluted with diethyl ether and the precipitated lithium sulfinate salt was collected by filtration. This sa... Yield: 60.3%. As a reaction SMILES: C([N:8]1[C:16]2[C:11](=[CH:12][CH:13]=[CH:14][CH:15]=2)[C:10]([CH2:17][C:18]2([O:52][CH3:53])[C:24](=[O:25])[N:23]([CH2:26][C:27]([N:29]([CH:38]([CH3:40])[CH3:39])[C:30]3[CH:35]=[CH:34][C:33]([O:36][CH3:37])=[CH:32][CH:31]=3)=[O:28])[C:22]3[CH:41]=[CH:42][CH:43]=[CH:44][C:21]=3[N:20]([C:45]3[CH:50]=[CH:49][CH:48]=[CH:47][CH:46]=3)[C:19]2=[O:51])=[N:9]1)C1C=CC=CC=1.C(O)=O>C(O)C.[Pd]>[NH:8]1[C:16]2[C:11](=[CH:12][CH:13]=[CH:14][CH:15]=2)[C:10]([CH2:17][C:18]2([O:52][CH3:53])[C:24](=[O:25])[N:23]([CH2:26][C:27]([N:29]([CH:38]([CH3:39])[CH3:40])[C:30]3[CH:35]=[CH:34][C:33]([O:36][CH3:37])=[CH:32][CH:31]=3)=[O:28])[C:22]3[CH:41]=[CH:42][CH:43]=[CH:44][C:21]=3[N:20]([C:45]3[CH:46]=[CH:47][CH:48]=[CH:49][CH:50]=3)[C:19]2=[O:51])=[N:9]1. Procedure details: To a stirring solution of 80 mg (0.11 mmol) of 2-[3-(1-benzyl-1H-Indazol-3-ylmethyl)-3-methoxy-2,4-dioxo-5-phenyl-2,3,4,5-tetrahydro-benzo[b][1,4]diazepin-1-yl]-N-isopropyl-N-(4-methoxy-phenyl) acetamide in 10 mL of a 10% solution of formic acid in absolute ethanol is added 70 mg of 10% palladium on carbon. The resulting black suspension is heated at reflux for 6 h, and then cooled to RT. The reaction mixture is filtered through Celite to remove the catalyst and the solvent removed in vacuo. Pur... The reactants are C(C1=CC=CC=C1)N1N=C(C2=CC=CC=C12)CC1(C(N(C2=C(N(C1=O)CC(=O)N(C1=CC=C(C=C1)OC)C(C)C)C=CC=C2)C2=CC=CC=C2)=O)OC (2-[3-(1-benzyl-1H-Indazol-3-ylmethyl)-3-methoxy-2,4-dioxo-5-phenyl-2,3,4,5-tetrahydro-benzo[b][1,4]diazepin-1-yl]-N-isopropyl-N-(4-methoxy-phenyl) acetamide), solution, C(=O)O (formic acid). Product: N1N=C(C2=CC=CC=C12)CC1(C(N(C2=C(N(C1=O)CC(=O)N(C1=CC=C(C=C1)OC)C(C)C)C=CC=C2)C2=CC=CC=C2)=O)OC (2-[3-(1H-Indazol-3-ylmethyl)-3-methoxy-2,4-dioxo-5-phenyl-2,3,4,5-tetrahydro-benzo[b][1,4]diazepin-1-yl]-N-isopropyl-N-(4-methoxy-phenyl) acetamide). Reagents/catalysts: [Pd] (palladium on carbon). Run in C(C)O (ethanol). Reactants: C(C1=CC=CC=C1)OC1=CC=C(C=C1)C=1C(N2C=CC3=C(C2=C(C1)C(=O)OC)SC=C3)=O (methyl 8-[p-(benzyloxy)phenyl]-7-oxo-7H-thieno[2,3-a]-quinolizine-10-carboxylate), [OH-].[K+] (potassium hydroxide). Solvent: C(C)O (ethanol), O (water). Yields the product C(C1=CC=CC=C1)OC1=CC=C(C=C1)C=1C(N2C=CC3=C(C2=C(C1)C(=O)O)SC=C3)=O (8-[p-(benzyloxy)phenyl]-7-oxo-7H-thieno[2,3-a]quinolizine-10-carboxylic acid). Yield: 748.6%. As a reaction SMILES: [CH2:1]([O:8][C:9]1[CH:14]=[CH:13][C:12]([C:15]2[C:16](=[O:32])[N:17]3[C:22](=[C:23]([C:25]([O:27]C)=[O:26])[CH:24]=2)[C:21]2[S:29][CH:30]=[CH:31][C:20]=2[CH:19]=[CH:18]3)=[CH:11][CH:10]=1)[C:2]1[CH:7]=[CH:6][CH:5]=[CH:4][CH:3]=1.[OH-].[K+]>C(O)C.O>[CH2:1]([O:8][C:9]1[CH:10]=[CH:11][C:12]([C:15]2[C:16](=[O:32])[N:17]3[C:22](=[C:23]([C:25]([OH:27])=[O:26])[CH:24]=2)[C:21]2[S:29][CH:30]=[CH:31][C:20]=2[CH:19]=[CH:18]3)=[CH:13][CH:14]=1)[C:2]1[CH:7]=[CH:6][CH:5]=[CH:4][CH:3]=1 |f:1.2|. Procedure details: 0.23 g (0.5 mmol) of methyl 8-[p-(benzyloxy)phenyl]-7-oxo-7H-thieno[2,3-a]-quinolizine-10-carboxylate in 2 ml of ethanol was stirred overnight under reflux with a solution of 0.06 g of potassium hydroxide in 1.25 ml of water. Acidification to pH 1 with 1N hydrochloric acid and removal of the precipitate by filtration yielded 1.6 g (72%) of 8-[p-(benzyloxy)phenyl]-7-oxo-7H-thieno[2,3-a]quinolizine-10-carboxylic acid with m.p. 197°-199° C.